This data is from the Open Reaction Database (ORD), a public repository of structured organic reaction records. The task is: describe an organic reaction: reactants, conditions, products, and yield Starting materials: CC(O)c1cc(F)cc(Br)c1, ClCCl, O=[Cr](=O)([O-])O[Cr](=O)(=O)[O-], c1cc[nH+]cc1, c1cc[nH+]cc1. The product is CC(=O)c1cc(F)cc(Br)c1. As a reaction SMILES: [Br:1][c:2]1[cH:3][c:4]([CH:9]([CH3:10])[OH:11])[cH:5][c:6]([F:8])[cH:7]1.[CH2:33]([Cl:34])[Cl:35].[Cr:12]([O:13][Cr:14]([O-:15])(=[O:16])=[O:17])([O-:18])(=[O:19])=[O:20].[nH+:21]1[cH:22][cH:23][cH:24][cH:25][cH:26]1.[nH+:27]1[cH:28][cH:29][cH:30][cH:31][cH:32]1>>[Br:1][c:2]1[cH:3][c:4]([C:9]([CH3:10])=[O:11])[cH:5][c:6]([F:8])[cH:7]1.